From a dataset of the Open Reaction Database (ORD), a public repository of structured organic reaction records. describe an organic reaction: reactants, conditions, products, and yield Reactants: O (Water), C(C)(C)(C)OC(=O)N1C(\C(\C2=CC=C(C=C12)Cl)=C/CC(CO[Si](C)(C)C(C)(C)C)(C)C)=O (Z-3-[4-(tert-butyl-dimethyl-silanyloxy)-3,3-dimethyl-butylidene]-6-chloro-2-oxo-2,3-dihydro-indole-1-carboxylic acid tert-butyl ester), ClC=1C(=C(C=CC1)\C=N\C[Si](C)(C)C)F ([1-(3-chloro-2-fluoro-phenyl)-meth-(E)-ylidene]-trimethylsilanylmethyl-amine), C(C)(=O)O (acetic acid), O (H2O). Run in CN(P(=O)(N(C)C)N(C)C)C (hexamethylphosphoramide). Conditions: time 24 hour. The product is ClC1=CC=C2C(=C1)NC(C21C(NCC1CC(CO)(C)C)C1=C(C(=CC=C1)Cl)F)=O (rac-(2′S,3′S,4′S)-6-chloro-2′-(3-chloro-2-fluoro-phenyl)-4′-(3-hydroxy-2,2-dimethyl-propyl)-1H-spiro[indole-3,3′-pyrrolidin]-2-one). RXN SMILES: C(OC([N:8]1[C:16]2[C:11](=[CH:12][CH:13]=[C:14]([Cl:17])[CH:15]=2)/[C:10](=[CH:18]/[CH2:19][C:20]([CH3:31])([CH3:30])[CH2:21][O:22][Si](C(C)(C)C)(C)C)/[C:9]1=[O:32])=O)(C)(C)C.[Cl:33][C:34]1[C:35]([F:47])=[C:36](/[CH:40]=[N:41]/[CH2:42][Si](C)(C)C)[CH:37]=[CH:38][CH:39]=1.C(O)(=O)C.O>CN(C)P(N(C)C)(N(C)C)=O>[Cl:17][C:14]1[CH:15]=[C:16]2[NH:8][C:9](=[O:32])[C:10]3([CH:18]([CH2:19][C:20]([CH3:30])([CH3:31])[CH2:21][OH:22])[CH2:42][NH:41][CH:40]3[C:36]3[CH:37]=[CH:38][CH:39]=[C:34]([Cl:33])[C:35]=3[F:47])[C:11]2=[CH:12][CH:13]=1. Procedure: To a solution of E/Z-3-[4-(tert-butyl-dimethyl-silanyloxy)-3,3-dimethyl-butylidene]-6-chloro-2-oxo-2,3-dihydro-indole-1-carboxylic acid tert-butyl ester prepared in Example 31 (2.5 g, 5.2 mmol) in hexamethylphosphoramide (30 mL) was added [1-(3-chloro-2-fluoro-phenyl)-meth-(E)-ylidene]-trimethylsilanylmethyl-amine prepared in Example 5 (2.9 g, 12 mmol), acetic acid (0.75 g, 12 mmol) and H2O (0.25 g, 14 mmol) sequentially. The reaction mixture was stirred at room temperature for 24 h. Water was a... Reactants: CCOC=C(C(=O)OCC)C(=O)c1cc(F)c(F)c(F)c1F, CCO, N. Product: CCOC(=O)C(=CN)C(=O)c1cc(F)c(F)c(F)c1F. As a reaction SMILES: [CH2:1]([O:2][CH:4]=[C:5]([C:6](=[O:7])[O:8][CH2:9][CH3:10])[C:11]([c:12]1[c:13]([F:21])[c:14]([F:20])[c:15]([F:19])[c:16]([F:18])[cH:17]1)=[O:22])[CH3:3].[CH3:24][CH2:25][OH:26].[NH3:23]>>[CH:4](=[C:5]([C:6](=[O:7])[O:8][CH2:9][CH3:10])[C:11]([c:12]1[c:13]([F:21])[c:14]([F:20])[c:15]([F:19])[c:16]([F:18])[cH:17]1)=[O:22])[NH2:23]. Starting materials: BrC=1C=C2N3C(C(N(N=C3COC2=CC1C(F)(F)F)COCC[Si](C)(C)C)=O)C (6-bromo-4-methyl-7-trifluoromethyl-2-(2-trimethylsilanyl-ethoxymethyl)-2,10-dihydro-9-oxa-1,2,4a-triaza-phenanthren-3-one), NC1(CN(C1)C(=O)OC(C)(C)C)C (tert-butyl 3-amino-3-methylazetidine-1-carboxylate), C([O-])([O-])=O.[Cs+].[Cs+] (cesium carbonate), C=1C=CC(=CC1)P(C=2C=CC=CC2)C3=CC=C4C=CC=CC4=C3C5=C6C=CC=CC6=CC=C5P(C=7C=CC=CC7)C=8C=CC=CC8 (BINAP). Isolated yield 67.3%. Product: C(C)(C)(C)OC(=O)N1CC(C1)(NC=1C=C2N3C(C(N(N=C3COC2=CC1C(F)(F)F)COCC[Si](C)(C)C)=O)C)C (3-methyl-3-[4-methyl-3-oxo-7-trifluoromethyl-2-(2-trimethylsilanyl-ethoxymethyl)-2,3,4,10-tetrahydro-9-oxa-1,2,4a-triaza-phenanthren-6-ylamino]-azetidine-1-carboxylic acid tert-butyl ester). Procedure: A mixture of 6-bromo-4-methyl-7-trifluoromethyl-2-(2-trimethylsilanyl-ethoxymethyl)-2,10-dihydro-9-oxa-1,2,4a-triaza-phenanthren-3-one (Example #53, Step E, 0.110 g, 0.223 mmol), tert-butyl 3-amino-3-methylazetidine-1-carboxylate (0.062 g, 0.334 mmol), Pd(OAc)2 (0.010 g, 0.045 mmol), cesium carbonate (0.109 g, 0.334 mmol) and BINAP (0.042 g, 0.067 mmol) in toluene (5 mL) was heated at reflux for 5 h. The reaction mixture was cooled to ambient temperature and filtered. The filtrate was concentrat... Run in C1(=CC=CC=C1)C (toluene). RXN SMILES: Br[C:2]1[CH:3]=[C:4]2[C:13](=[CH:14][C:15]=1[C:16]([F:19])([F:18])[F:17])[O:12][CH2:11][C:10]1[N:5]2[CH:6]([CH3:29])[C:7](=[O:28])[N:8]([CH2:20][O:21][CH2:22][CH2:23][Si:24]([CH3:27])([CH3:26])[CH3:25])[N:9]=1.[NH2:30][C:31]1([CH3:42])[CH2:34][N:33]([C:35]([O:37][C:38]([CH3:41])([CH3:40])[CH3:39])=[O:36])[CH2:32]1.C(=O)([O-])[O-].[Cs+].[Cs+].C1C=CC(P(C2C(C3C(P(C4C=CC=CC=4)C4C=CC=CC=4)=CC=C4C=3C=CC=C4)=C3C(C=CC=C3)=CC=2)C2C=CC=CC=2)=CC=1>C1(C)C=CC=CC=1.CC([O-])=O.CC([O-])=O.[Pd+2]>[C:38]([O:37][C:35]([N:33]1[CH2:34][C:31]([CH3:42])([NH:30][C:2]2[CH:3]=[C:4]3[C:13](=[CH:14][C:15]=2[C:16]([F:19])([F:18])[F:17])[O:12][CH2:11][C:10]2[N:5]3[CH:6]([CH3:29])[C:7](=[O:28])[N:8]([CH2:20][O:21][CH2:22][CH2:23][Si:24]([CH3:27])([CH3:26])[CH3:25])[N:9]=2)[CH2:32]1)=[O:36])([CH3:41])([CH3:39])[CH3:40] |f:2.3.4,7.8.9|. The reagents and catalysts are CC(=O)[O-].CC(=O)[O-].[Pd+2] (Pd(OAc)2).